Dataset: the Open Reaction Database (ORD), a public repository of structured organic reaction records. Task: describe an organic reaction: reactants, conditions, products, and yield Starting materials: C1CCOC1, COC[P+](c1ccccc1)(c1ccccc1)c1ccccc1, [Cl-], [Cl-], COc1ccc(F)cc1C=O, [H-], [NH4+], [Na+]. Product: COc1ccc(F)cc1CC=O. As a reaction SMILES: [CH2:39]1[O:40][CH2:41][CH2:42][CH2:43]1.[CH3:2][O:3][CH2:4][P+:5]([c:6]1[cH:7][cH:8][cH:9][cH:10][cH:11]1)([c:12]1[cH:13][cH:14][cH:15][cH:16][cH:17]1)[c:18]1[cH:19][cH:20][cH:21][cH:22][cH:23]1.[Cl-:1].[Cl-:37].[F:26][c:27]1[cH:28][cH:29][c:30]([O:35][CH3:36])[c:31]([CH:32]=[O:33])[cH:34]1.[H-:25].[NH4+:38].[Na+:24]>>[CH:2](=[O:3])[CH2:32][c:31]1[c:30]([O:35][CH3:36])[cH:29][cH:28][c:27]([F:26])[cH:34]1.